From a dataset of the Open Reaction Database (ORD), a public repository of structured organic reaction records. describe an organic reaction: reactants, conditions, products, and yield Reactants: NC(CC(C(=O)OCC)C)C1=C(C=CC=C1OC)F (ethyl 4-amino-4-(2-fluoro-6-methoxyphenyl)-2-methylbutanoate), CC=1N=C(SC1)C=1C=C(C=O)C=CN1 (2-(4-methylthiazol-2-yl)isonicotinaldehyde). Yields the product FC1=C(C(=CC=C1)OC)C1CC(C(N1CC1=CC(=NC=C1)C=1SC=C(N1)C)=O)C (5-(2-fluoro-6-methoxyphenyl)-3-methyl-1-((2-(4-methylthiazol-2-yl)pyridin-4-yl)methyl)pyrrolidin-2-one). As a reaction SMILES: [NH2:1][CH:2]([C:11]1[C:16]([O:17][CH3:18])=[CH:15][CH:14]=[CH:13][C:12]=1[F:19])[CH2:3][CH:4]([CH3:10])[C:5]([O:7]CC)=O.[CH3:20][C:21]1[N:22]=[C:23]([C:26]2[CH:27]=[C:28]([CH:31]=[CH:32][N:33]=2)[CH:29]=O)[S:24][CH:25]=1>>[F:19][C:12]1[CH:13]=[CH:14][CH:15]=[C:16]([O:17][CH3:18])[C:11]=1[CH:2]1[N:1]([CH2:29][C:28]2[CH:31]=[CH:32][N:33]=[C:26]([C:23]3[S:24][CH:25]=[C:21]([CH3:20])[N:22]=3)[CH:27]=2)[C:5](=[O:7])[CH:4]([CH3:10])[CH2:3]1. Procedure: Prepared according to the described general procedure 2 (GP2) by reaction of ethyl 4-amino-4-(2-fluoro-6-methoxyphenyl)-2-methylbutanoate with 2-(4-methylthiazol-2-yl)isonicotinaldehyde. Subsequent purification by preparative HPLC afforded the target compound. LC-MS (conditions A): tR=0.81 min.; [M+H]+: 411.99 g/mol. The reactants are [Cl-].COC(CCCC(=O)O)=O (glutaric acid monomethyl ester chloride), 5g, COC(CCC1=C(C=CC=C1)OC)=O (3-(2-methoxyphenyl)-propionic acid methyl ester), 10g, [Cl-].[Al+3].[Cl-].[Cl-] (aluminum chloride), ice. The solvent is ClCCl (dichloromethane), ClCCl (dichloromethane). Reaction conditions: time 16 hour. The product is COC(CCCC(=O)C1=CC(=C(C=C1)OC)CCC(=O)OC)=O (5-[4-methoxy-3-(2-methoxycarbonylethyl)-phenyl]-5-oxo-pentanoic acid methyl ester). As a reaction SMILES: [Cl-].[CH3:2][O:3][C:4](=[O:11])[CH2:5][CH2:6][CH2:7][C:8](O)=[O:9].[CH3:12][O:13][C:14](=[O:25])[CH2:15][CH2:16][C:17]1[CH:22]=[CH:21][CH:20]=[CH:19][C:18]=1[O:23][CH3:24].[Cl-].[Al+3].[Cl-].[Cl-]>ClCCl>[CH3:2][O:3][C:4](=[O:11])[CH2:5][CH2:6][CH2:7][C:8]([C:21]1[CH:20]=[CH:19][C:18]([O:23][CH3:24])=[C:17]([CH2:16][CH2:15][C:14]([O:13][CH3:12])=[O:25])[CH:22]=1)=[O:9] |f:0.1,3.4.5.6|. Reported procedure: 5.1g of glutaric acid monomethyl ester chloride and 5g of 3-(2-methoxyphenyl)-propionic acid methyl ester are added with ice cooling in succession to a suspension of 10g of aluminum chloride in 100 ml of dichloromethane and the mixture is stirred for 16 hours at room temperature. The reaction mixture is poured on ice/2n hydrochloric acid, shaken out with dichloromethane, the organic phase is dried on sodium sulfate and concentrated by evaporation. The residue is chromatographed on silica gel wit...